This data is from the Open Reaction Database (ORD), a public repository of structured organic reaction records. The task is: describe an organic reaction: reactants, conditions, products, and yield Reactants: C(/CCCCCCCCC)=C/1\C(NC(S1)=O)=O ((Z)-5-decylidenethiazolidine-2,4-dione), BrCC(=O)OCC (ethyl 2-bromoacetate). Product: C(/CCCCCCCCC)=C/1\C(N(C(S1)=O)CC(=O)OCC)=O ((Z)-ethyl 2-(5-decylidene-2,4-dioxothiazolidin-3-yl)acetate). Reaction SMILES: [CH:1](=[C:11]1/[C:12](=[O:17])[NH:13][C:14](=[O:16])[S:15]/1)\[CH2:2][CH2:3][CH2:4][CH2:5][CH2:6][CH2:7][CH2:8][CH2:9][CH3:10].Br[CH2:19][C:20]([O:22][CH2:23][CH3:24])=[O:21]>>[CH:1](=[C:11]1/[C:12](=[O:17])[N:13]([CH2:19][C:20]([O:22][CH2:23][CH3:24])=[O:21])[C:14](=[O:16])[S:15]/1)\[CH2:2][CH2:3][CH2:4][CH2:5][CH2:6][CH2:7][CH2:8][CH2:9][CH3:10]. Reported procedure: TZD10EA was prepared according to General Procedure A2 presented hereinabove using (Z)-5-decylidenethiazolidine-2,4-dione and ethyl 2-bromoacetate as reactants. Starting materials: N1=CC(=CC=C1)C1=CC(=NO1)CNC1=C(C=NC2=CC=CC=C12)N (N4-[(5-pyridin-3-ylisoxazol-3-yl)methyl]quinoline-3,4-diamine), C(CCC)(OC)(OC)OC (trimethy orthobutyrate), Cl.N1=CC=CC=C1 (pyridine hydrochloride). Product: C(CC)C=1N(C2=C(C=NC=3C=CC=CC23)N1)CC1=NOC(=C1)C=1C=NC=CC1 (2-propyl-1-[(5-pyridin-3-ylisoxazol-3-yl)methyl]-1H-imidazo[4,5-c]quinoline). Yield: 84.5%. As a reaction SMILES: [N:1]1[CH:6]=[CH:5][CH:4]=[C:3]([C:7]2[O:11][N:10]=[C:9]([CH2:12][NH:13][C:14]3[C:23]4[C:18](=[CH:19][CH:20]=[CH:21][CH:22]=4)[N:17]=[CH:16][C:15]=3[NH2:24])[CH:8]=2)[CH:2]=1.[C:25](OC)(OC)(OC)[CH2:26][CH2:27][CH3:28].Cl.N1C=CC=CC=1>>[CH2:26]([C:25]1[N:13]([CH2:12][C:9]2[CH:8]=[C:7]([C:3]3[CH:2]=[N:1][CH:6]=[CH:5][CH:4]=3)[O:11][N:10]=2)[C:14]2[C:23]3[CH:22]=[CH:21][CH:20]=[CH:19][C:18]=3[N:17]=[CH:16][C:15]=2[N:24]=1)[CH2:27][CH3:28] |f:2.3|. Procedure details: The methods of Part H of Example 35 were used to treat N4-[(5-pyridin-3-ylisoxazol-3-yl)methyl]quinoline-3,4-diamine (0.95 g, 2.98 mmol) with trimethy orthobutyrate (0.57 mL, 3.6 mmol) and pyridine hydrochloride (0.069 g, 0.60 mmol) and purify the product to provide 0.930 g of 2-propyl-1-[(5-pyridin-3-ylisoxazol-3-yl)methyl]-1H-imidazo[4,5-c]quinoline as a tan solid. Starting materials: CC1=C(C=CC=C1)C(O)C1=CC=CC=C1 ((2-Methylphenyl)(phenyl)methanol), P(Br)(Br)Br (PBr3), O (water). The solvent is C(C)OCC (diethyl ether). Reaction conditions: time 12 hour. Yields the product BrC(C1=C(C=CC=C1)C)C1=CC=CC=C1 (1-[Bromo(phenyl)methyl]-2-methylbenzene). The yield is 133.9%. Reaction SMILES: [CH3:1][C:2]1[CH:7]=[CH:6][CH:5]=[CH:4][C:3]=1[CH:8]([C:10]1[CH:15]=[CH:14][CH:13]=[CH:12][CH:11]=1)O.P(Br)(Br)[Br:17].O>C(OCC)C>[Br:17][CH:8]([C:10]1[CH:15]=[CH:14][CH:13]=[CH:12][CH:11]=1)[C:3]1[CH:4]=[CH:5][CH:6]=[CH:7][C:2]=1[CH3:1]. Procedure: To a solution of 28.1 g (140 mmol) of 5 in 150 mL of dry diethyl ether, 25.6 g (8.89 mL, 94.4 mmol) of PBr3 was added at −10° C. The resulting mixture was stirred for 12 hr at room temperature and then added to 450 mL of cold water. The organic layer was separated, and the aqueous layer was extracted with 2×150 mL of water. The combined organic extracts were washed with aqueous NaHCO3, dried over Na2SO4, and then evaporated to dryness. This procedure gave 33.0 g (89%) of the title product.